Dataset: the Open Reaction Database (ORD), a public repository of structured organic reaction records. Task: describe an organic reaction: reactants, conditions, products, and yield The reactants are CC#CCO, CC#N, C(=NC1CCCCC1)=NC1CCCCC1, CCCn1nnn(-c2cc(O)c(Cl)cc2Cl)c1=O. The product is CC#CCOc1cc(-n2nnn(CCC)c2=O)c(Cl)cc1Cl. As a reaction SMILES: [CH2:19]([C:20]#[C:21][CH3:22])[OH:23].[CH3:39][C:40]#[N:41].[CH:24]1([N:25]=[C:26]=[N:27][CH:28]2[CH2:29][CH2:30][CH2:31][CH2:32][CH2:33]2)[CH2:34][CH2:35][CH2:36][CH2:37][CH2:38]1.[Cl:1][c:2]1[c:3](-[n:10]2[n:11][n:12][n:13]([CH2:16][CH2:17][CH3:18])[c:14]2=[O:15])[cH:4][c:5]([OH:9])[c:6]([Cl:8])[cH:7]1>>[Cl:1][c:2]1[c:3](-[n:10]2[n:11][n:12][n:13]([CH2:16][CH2:17][CH3:18])[c:14]2=[O:15])[cH:4][c:5]([O:9][CH2:19][C:20]#[C:21][CH3:22])[c:6]([Cl:8])[cH:7]1. Reactants: [Br-].FC1=CC=C(C=C1)CC1CC[N+]2(CC1)CC1=CC=CC(=C1C2)[N+](=O)[O-] (1,3-Dihydro-4′-[4-fluorophenylmethyl]-4-nitro-spiro[2H-isoindole-2,1′-piperidinium] bromide), [Cl-].[Ca+2].[Cl-] (calcium chloride). The reagents and catalysts are [Zn] (zinc). Run in C(C)O.O (ethanol water). Run at time 5 hour. Product: [Br-].NC1=C2C[N+]3(CCC(CC3)CC3=CC=C(C=C3)F)CC2=CC=C1 (4-Amino-1,3-dihydro-4′-[4-fluorophenylmethyl]-spiro[2H-isoindole-2,1′-piperidinium] Bromide). The yield is 84.1%. As a reaction SMILES: [Br-:1].[F:2][C:3]1[CH:8]=[CH:7][C:6]([CH2:9][CH:10]2[CH2:15][CH2:14][N+:13]3([CH2:23][C:22]4[C:17](=[CH:18][CH:19]=[CH:20][C:21]=4[N+:24]([O-])=O)[CH2:16]3)[CH2:12][CH2:11]2)=[CH:5][CH:4]=1.[Cl-].[Ca+2].[Cl-]>[Zn].C(O)C.O>[Br-:1].[NH2:24][C:21]1[CH:20]=[CH:19][CH:18]=[C:17]2[C:22]=1[CH2:23][N+:13]1([CH2:16]2)[CH2:12][CH2:11][CH:10]([CH2:9][C:6]2[CH:7]=[CH:8][C:3]([F:2])=[CH:4][CH:5]=2)[CH2:15][CH2:14]1 |f:0.1,2.3.4,6.7,8.9|. Procedure details: 1,3-Dihydro-4′-[4-fluorophenylmethyl]-4-nitro-spiro[2H-isoindole-2,1′-piperidinium] bromide (1.03 g, 2.46 mmol, 1.0 eq), zinc (5.32 g, 81.5 mmol, 33.0 eq), and calcium chloride (0.18 g, 1.60 mmol, 0.65 eq) were refluxed under N2 in 25 ml of a 78% ethanol/water solution. The reaction was worked up after 5 hours by filtering through Celite® and rinsing the cake with methanol. The filtrate was concentrated in vacuo to a mixture of water and an amber oil. The mixture was dissolved in 50 ml of 2-prop... The reactants are CCN=C=O, ClC(Cl)(Cl)Cl, c1ccc2c(c1)NC1CCCc3onc-2c31. Product: CCNC(=O)N1c2ccccc2-c2noc3c2C1CCC3. RXN SMILES: [CH2:17]([CH3:18])[N:19]=[C:20]=[O:21].[Cl:22][C:23]([Cl:24])([Cl:25])[Cl:26].[n:1]1[o:2][c:3]2[c:16]3[c:15]1-[c:14]1[c:9]([cH:10][cH:11][cH:12][cH:13]1)[NH:8][CH:7]3[CH2:6][CH2:5][CH2:4]2>>[n:1]1[o:2][c:3]2[c:16]3[c:15]1-[c:14]1[c:9]([cH:10][cH:11][cH:12][cH:13]1)[N:8]([C:20]([NH:19][CH2:17][CH3:18])=[O:21])[CH:7]3[CH2:6][CH2:5][CH2:4]2. Reactants: COC1=C(C(=CC=C1)OC)O (2,6-dimethoxyphenol), Br (hydrobromic acid). Yields the product C1(O)=C(O)C(O)=CC=C1 (pyrogallol). Isolated yield 90.0%. As a reaction SMILES: C[O:2][C:3]1[CH:8]=[CH:7][CH:6]=[C:5]([O:9]C)[C:4]=1[OH:11].Br>>[C:3]1([CH:8]=[CH:7][CH:6]=[C:5]([OH:9])[C:4]=1[OH:11])[OH:2]. Reported procedure: The product of Example 3 was added to 48% aqueous hydrobromic acid (400 parts) and the mixture boiled under reflux in an atmosphere of nitrogen for one hour. The hydrobromic acid was then evaporated off under reduced pressure to leave crude pyrogallol (40 parts, 90% yield), melting point 124°-130° C., the structure of which was confirmed by its nuclear magnetic resonance spectrum. Starting materials: NCCC(C)N1C(=CC=2C1=NC(=CC2)C(=O)OCC)C(=O)OCC (diethyl 1-(4-aminobutan-2-yl)-1H-pyrrolo[2,3-b]pyridine-2,6-dicarboxylate), C([O-])([O-])=O.[K+].[K+] (potassium carbonate). Solvent: C(C)O (ethanol). Conditions: temperature 60 celsius, time 16 hour. Yields the product CC1CCNC(C=2N1C1=C(C2)C=CC(=N1)C(=O)O)=O (10-Methyl-6-oxo-7,8,9,10-tetrahydro-6H-pyrido[3′,2′:4,5]pyrrolo[1,2-a][1,4]diazepine-2-carboxylic acid). The yield is 53.6%. As a reaction SMILES: [NH2:1][CH2:2][CH2:3][CH:4]([N:6]1[C:10]2=[N:11][C:12]([C:15]([O:17]CC)=[O:16])=[CH:13][CH:14]=[C:9]2[CH:8]=[C:7]1[C:20]([O:22]CC)=O)[CH3:5].C(=O)([O-])[O-].[K+].[K+]>C(O)C>[CH3:5][CH:4]1[N:6]2[C:10]3[N:11]=[C:12]([C:15]([OH:17])=[O:16])[CH:13]=[CH:14][C:9]=3[CH:8]=[C:7]2[C:20](=[O:22])[NH:1][CH2:2][CH2:3]1 |f:1.2.3|. Procedure details: To a solution of diethyl 1-(4-aminobutan-2-yl)-1H-pyrrolo[2,3-b]pyridine-2,6-dicarboxylate (1.20 g, 3.60 mmol) in ethanol (35 mL) is added potassium carbonate (1.49 g, 10.8 mmol). The mixture is stirred at 60° C. for 16 h and is then cooled to room temperature. The ethanol is removed in vacuo and the aqueous mixture is acidified to pH 5 with 1N hydrochloric acid and is extracted with ethyl acetate. The combined organic phases are washed with brine, and are dried (Na2SO4) and concentrated in vacu... Starting materials: C(C)OC(=O)C1=NNC(=C1CC)C1=CC=C(C=C1)Cl (5-(4-chloro-phenyl)-4-ethyl-1H-pyrazole-3-carboxylic acid ethyl ester), CI (methyl iodide), [OH-].[K+] (potassium hydroxide). The product is C(C)OC(=O)C=1N(N=C(C1CC)C1=CC=C(C=C1)Cl)C (5-(4-chloro-phenyl)-4-ethyl-2-methyl-2H-pyrazole-3-carboxylic acid ethyl ester), C(C)OC(=O)C1=NN(C(=C1CC)C1=CC=C(C=C1)Cl)C (5-(4-chloro-phenyl)-4-ethyl-1-methyl-1H-pyrazole-3-carboxylic acid ethyl ester). RXN SMILES: [CH2:1]([O:3][C:4]([C:6]1[C:10]([CH2:11][CH3:12])=[C:9]([C:13]2[CH:18]=[CH:17][C:16]([Cl:19])=[CH:15][CH:14]=2)[NH:8][N:7]=1)=[O:5])[CH3:2].[CH3:20]I.[OH-].[K+]>>[CH2:1]([O:3][C:4]([C:6]1[N:7]([CH3:20])[N:8]=[C:9]([C:13]2[CH:14]=[CH:15][C:16]([Cl:19])=[CH:17][CH:18]=2)[C:10]=1[CH2:11][CH3:12])=[O:5])[CH3:2].[CH2:1]([O:3][C:4]([C:6]1[C:10]([CH2:11][CH3:12])=[C:9]([C:13]2[CH:14]=[CH:15][C:16]([Cl:19])=[CH:17][CH:18]=2)[N:8]([CH3:20])[N:7]=1)=[O:5])[CH3:2] |f:2.3|. Procedure details: In analogy to the procedure described for example 2 a], 5-(4-chloro-phenyl)-4-ethyl-1H-pyrazole-3-carboxylic acid ethyl ester was reacted with methyl iodide in the presence of potassium hydroxide to to give 5-(4-chloro-phenyl)-4-ethyl-2-methyl-2H-pyrazole-3-carboxylic acid ethyl ester as yellow crystals and 5-(4-chloro-phenyl)-4-ethyl-1-methyl-1H-pyrazole-3-carboxylic acid ethyl ester as yellow oil.